From a dataset of the Open Reaction Database (ORD), a public repository of structured organic reaction records. describe an organic reaction: reactants, conditions, products, and yield The reactants are Oc1ccccc1Br, CC(C)(C)OC(=O)N1CCCC(O)C1, C1CCOC1, CC(C)OC(=O)N=NC(=O)OC(C)C, O, c1ccc(P(c2ccccc2)c2ccccc2)cc1. Yields the product CC(C)(C)OC(=O)N1CCCC(Oc2ccccc2Br)C1. As a reaction SMILES: [Br:1][c:2]1[c:3]([OH:8])[cH:4][cH:5][cH:6][cH:7]1.[C:9](=[O:10])([O:11][C:12]([CH3:13])([CH3:14])[CH3:15])[N:16]1[CH2:17][CH:18]([OH:22])[CH2:19][CH2:20][CH2:21]1.[CH2:56]1[O:57][CH2:58][CH2:59][CH2:60]1.[O:42]=[C:43]([O:44][CH:45]([CH3:46])[CH3:47])[N:48]=[N:49][C:50]([O:51][CH:52]([CH3:53])[CH3:54])=[O:55].[OH2:61].[c:23]1([P:24]([c:25]2[cH:26][cH:27][cH:28][cH:29][cH:30]2)[c:31]2[cH:32][cH:33][cH:34][cH:35][cH:36]2)[cH:37][cH:38][cH:39][cH:40][cH:41]1>>[Br:1][c:2]1[c:3]([O:8][CH:18]2[CH2:17][N:16]([C:9](=[O:10])[O:11][C:12]([CH3:13])([CH3:14])[CH3:15])[CH2:21][CH2:20][CH2:19]2)[cH:4][cH:5][cH:6][cH:7]1. The reactants are C(C)(C)(C)OC(NCC=1NC=2C(=NC=C(C2)C=2C(=NOC2C)C)N1)=O ([6-(3,5-Dimethyl-isoxazol-4-yl)-1H-imidazo[4,5-b]pyridin-2-ylmethyl]-carbamic acid tert-butyl ester), FC(C(=O)O)(F)F (trifluoroacetic acid). Solvent: C(Cl)Cl (DCM). Yields the product FC(C(=O)[O-])(F)F.CC1=NOC(=C1C=1C=C2C(=NC1)N=C(N2)C[NH3+])C (6-(3,5-Dimethyl-isoxazol-4-yl)-1H-imidazo[4,5-b]pyridin-2-ylmethyl-ammonium Trifluoroacetic Acid Salt). RXN SMILES: C(OC(=O)[NH:7][CH2:8][C:9]1[NH:10][C:11]2[C:12]([N:24]=1)=[N:13][CH:14]=[C:15]([C:17]1[C:18]([CH3:23])=[N:19][O:20][C:21]=1[CH3:22])[CH:16]=2)(C)(C)C.[F:26][C:27]([F:32])([F:31])[C:28]([OH:30])=[O:29]>C(Cl)Cl>[F:26][C:27]([F:32])([F:31])[C:28]([O-:30])=[O:29].[CH3:23][C:18]1[C:17]([C:15]2[CH:16]=[C:11]3[NH:10][C:9]([CH2:8][NH3+:7])=[N:24][C:12]3=[N:13][CH:14]=2)=[C:21]([CH3:22])[O:20][N:19]=1 |f:3.4|. Reported procedure: To a DCM solution (4 mL) of [6-(3,5-Dimethyl-isoxazol-4-yl)-1H-imidazo[4,5-b]pyridin-2-ylmethyl]-carbamic acid tert-butyl ester (360 mg, 1.048 mmol) was added trifluoroacetic acid (4.0 mL, 51.9 mmol), in a nitrogen atmosphere. Starting materials: [Li]CCCC, C1CCOC1, CCCCCC, O=C(Cl)C1CC1, [Cl-], C#Cc1ccc(SC)cc1Cl, [Na+]. Product: CSc1ccc(C#CC(=O)C2CC2)c(Cl)c1. RXN SMILES: [CH2:1]([Li:2])[CH2:3][CH2:4][CH3:5].[CH2:31]1[O:32][CH2:33][CH2:34][CH2:35]1.[CH3:25][CH2:26][CH2:27][CH2:28][CH2:29][CH3:30].[CH:17]1([C:20](=[O:21])[Cl:22])[CH2:18][CH2:19]1.[Cl-:24].[Cl:6][c:7]1[c:8]([C:15]#[CH:16])[cH:9][cH:10][c:11]([S:13][CH3:14])[cH:12]1.[Na+:23]>>[Cl:6][c:7]1[c:8]([C:15]#[C:16][C:20]([CH:17]2[CH2:18][CH2:19]2)=[O:21])[cH:9][cH:10][c:11]([S:13][CH3:14])[cH:12]1.